Dataset: the Open Reaction Database (ORD), a public repository of structured organic reaction records. Task: describe an organic reaction: reactants, conditions, products, and yield Reactants: CSc1ncc2cc(-c3cc(NC(=O)Nc4cc(C(C)(C)C)nn4-c4ccccc4)c(F)cc3C)c(=O)n(C)c2n1, C1CCOC1, CN, O=C(OO)c1cccc(Cl)c1. Yields the product CNc1ncc2cc(-c3cc(NC(=O)Nc4cc(C(C)(C)C)nn4-c4ccccc4)c(F)cc3C)c(=O)n(C)c2n1. RXN SMILES: [C:1]([CH3:2])([CH3:3])([CH3:4])[c:5]1[n:6][n:7](-[c:36]2[cH:37][cH:38][cH:39][cH:40][cH:41]2)[c:8]([NH:10][C:11](=[O:12])[NH:13][c:14]2[c:15]([F:35])[cH:16][c:17]([CH3:34])[c:18](-[c:20]3[cH:21][c:22]4[c:23]([n:24][c:25]([S:28][CH3:29])[n:26][cH:27]4)[n:30]([CH3:33])[c:31]3=[O:32])[cH:19]2)[cH:9]1.[CH2:55]1[O:56][CH2:57][CH2:58][CH2:59]1.[CH3:53][NH2:54].[OH:42][O:43][C:44]([c:45]1[cH:46][c:47]([Cl:48])[cH:49][cH:50][cH:51]1)=[O:52]>>[C:1]([CH3:2])([CH3:3])([CH3:4])[c:5]1[n:6][n:7](-[c:36]2[cH:37][cH:38][cH:39][cH:40][cH:41]2)[c:8]([NH:10][C:11](=[O:12])[NH:13][c:14]2[c:15]([F:35])[cH:16][c:17]([CH3:34])[c:18](-[c:20]3[cH:21][c:22]4[c:23]([n:24][c:25]([NH:54][CH3:53])[n:26][cH:27]4)[n:30]([CH3:33])[c:31]3=[O:32])[cH:19]2)[cH:9]1. The reactants are CC(=O)SC1C(OC(=O)COc2ccccc2)C(=O)N1C(Cl)C(=O)OCc1ccc([N+](=O)[O-])cc1, C1COCCO1, c1ccc(P(c2ccccc2)c2ccccc2)cc1. The product is CC(=O)SC1C(OC(=O)COc2ccccc2)C(=O)N1C(C(=O)OCc1ccc([N+](=O)[O-])cc1)=P(c1ccccc1)(c1ccccc1)c1ccccc1. RXN SMILES: [N+:20](=[O:21])([O-:22])[c:23]1[cH:24][cH:25][c:26]([CH2:27][O:28][C:29]([CH:30]([Cl:31])[N:32]2[C:33](=[O:51])[CH:34]([O:40][C:41]([CH2:42][O:43][c:44]3[cH:45][cH:46][cH:47][cH:48][cH:49]3)=[O:50])[CH:35]2[S:36][C:37]([CH3:38])=[O:39])=[O:52])[cH:53][cH:54]1.[O:55]1[CH2:56][CH2:57][O:58][CH2:59][CH2:60]1.[c:1]1([P:7]([c:8]2[cH:9][cH:10][cH:11][cH:12][cH:13]2)[c:14]2[cH:15][cH:16][cH:17][cH:18][cH:19]2)[cH:2][cH:3][cH:4][cH:5][cH:6]1>>[c:1]1([P:7]([c:8]2[cH:9][cH:10][cH:11][cH:12][cH:13]2)([c:14]2[cH:15][cH:16][cH:17][cH:18][cH:19]2)=[C:30]([C:29]([O:28][CH2:27][c:26]2[cH:25][cH:24][c:23]([N+:20](=[O:21])[O-:22])[cH:54][cH:53]2)=[O:52])[N:32]2[C:33](=[O:51])[CH:34]([O:40][C:41]([CH2:42][O:43][c:44]3[cH:45][cH:46][cH:47][cH:48][cH:49]3)=[O:50])[CH:35]2[S:36][C:37]([CH3:38])=[O:39])[cH:2][cH:3][cH:4][cH:5][cH:6]1.